This data is from the Open Reaction Database (ORD), a public repository of structured organic reaction records. The task is: describe an organic reaction: reactants, conditions, products, and yield Reactants: COCCCN (3-methoxy-propylamine), C(C)OC(=O)C=1C(C2=C(N=C(N=C2)S(=O)(=O)C)N(C1)C=1C=C2CCCC2=CC1)=O (8-indan-5-yl-2-methanesulfonyl-5-oxo-5,8-dihydro-pyrido[2,3-d]pyrimidine-6-carboxylic acid ethyl ester). Yields the product C(C)OC(=O)C=1C(C2=C(N=C(N=C2)NCCCOC)N(C1)C=1C=C2CCCC2=CC1)=O (8-Indan-5-yl-2-(3-methoxy-propylamino)-5-oxo-5,8-dihydro-pyrido[2,3-d]pyrimidine-6-carboxylic acid ethyl ester). RXN SMILES: [CH3:1][O:2][CH2:3][CH2:4][CH2:5][NH2:6].[CH2:7]([O:9][C:10]([C:12]1[C:13](=[O:35])[C:14]2[CH:19]=[N:18][C:17](S(C)(=O)=O)=[N:16][C:15]=2[N:24]([C:26]2[CH:27]=[C:28]3[C:32](=[CH:33][CH:34]=2)[CH2:31][CH2:30][CH2:29]3)[CH:25]=1)=[O:11])[CH3:8]>>[CH2:7]([O:9][C:10]([C:12]1[C:13](=[O:35])[C:14]2[CH:19]=[N:18][C:17]([NH:6][CH2:5][CH2:4][CH2:3][O:2][CH3:1])=[N:16][C:15]=2[N:24]([C:26]2[CH:27]=[C:28]3[C:32](=[CH:33][CH:34]=2)[CH2:31][CH2:30][CH2:29]3)[CH:25]=1)=[O:11])[CH3:8]. Procedure details: Using the procedure outlined in Example 1 Step F, the title compound was prepared from 3-methoxy-propylamine and 8-indan-5-yl-2-methanesulfonyl-5-oxo-5,8-dihydro-pyrido[2,3-d]pyrimidine-6-carboxylic acid ethyl ester (from Example 1(Step E), 20 mg, 0.040 mmol). 11 mg of 8-Indan-5-yl-2-(3-methoxy-propylamino)-5-oxo-5,8-dihydro-pyrido[2,3-d]pyrimidine-6-carboxylic acid ethyl ester was obtained as a white solid. 1H NMR (400 MHz, CDCl3) δ (ppm): 9.24 (s, 1H), 8.47 (s, 1H), 7.34 (d, J=8.0 Hz, 1H), 7.2... The reactants are base, OCC(CO)(CO)CO (Pentaerythritol), O.C1(=CC=C(C=C1)S(=O)(=O)O)C (p-toluenesulfonic acid monohydrate), COC(C)(C)OC (2,2-dimethoxypropane). The solvent is CN(C=O)C (N,N-dimethylformamide). Conditions: temperature 40 celsius, time 6 hour. Yields the product CC1(OCC(CO1)(CO)CO)C (2,2-dimethyl-5,5-bis-(hydroxymethyl)-1,3-dioxane). RXN SMILES: [OH:1][CH2:2][C:3]([CH2:8][OH:9])([CH2:6][OH:7])[CH2:4][OH:5].O.[C:11]1(C)[CH:16]=CC(S(O)(=O)=O)=C[CH:12]=1.COC(OC)(C)C>CN(C)C=O>[CH3:12][C:11]1([CH3:16])[O:5][CH2:4][C:3]([CH2:8][OH:9])([CH2:6][OH:7])[CH2:2][O:1]1 |f:1.2|. Procedure: Pentaerythritol (50 g, 0.36 mol) and p-toluenesulfonic acid monohydrate (0.61 g) were dissolved in 500 ml N,N-dimethylformamide (DMF, dried by molecular sieve at room temperature) at about 80° C., and then the mixture was allowed to cool undisturbed. When the solution cooled to about 40° C., stirring was started and 55.4 ml 2,2-dimethoxypropane (0.36 mol) was added. After 24 hours of stirring at room temperature, the solution was stirred at room temperature with 9.0 g of base treated DOWEX 1XZ-1...